The task is: describe an organic reaction: reactants, conditions, products, and yield. This data is from the Open Reaction Database (ORD), a public repository of structured organic reaction records. Reactants: CCO, CS(=O)(=O)O, COC(C)(C)C, NN, CSC1=NCCN1CCO. The product is CS(=O)(=O)O, NNC1=NCCN1CCO. RXN SMILES: [CH2:18]([OH:19])[CH3:20].[CH3:1][S:2](=[O:3])(=[O:4])[OH:5].[CH3:21][O:22][C:23]([CH3:24])([CH3:25])[CH3:26].[NH2:16][NH2:17].[OH:6][CH2:7][CH2:8][N:9]1[C:10]([S:14][CH3:15])=[N:11][CH2:12][CH2:13]1>>[CH3:1][S:2](=[O:3])(=[O:4])[OH:5].[OH:6][CH2:7][CH2:8][N:9]1[C:10]([NH:16][NH2:17])=[N:11][CH2:12][CH2:13]1. Starting materials: solution, Cl (hydrogen chloride), S1C2=C(C=C1)C=C(C=C2)CCOCCN(C)C2CC2 (N-[2-(2-benzo[b]thiophen-5-ylethoxy)ethyl]-N-cyclopropyl-N-methylamine). Solvent: C(C)(=O)OCC (ethyl acetate), C(C)(=O)OCC (ethyl acetate), C(C)(C)OC(C)C (diisopropyl ether). Reaction conditions: time 1 hour. Product: Cl.S1C2=C(C=C1)C=C(C=C2)CCOCCN(C)C2CC2 (N-[2-(2-benzo[b]thiophen-5-ylethoxy)ethyl]-N-cyclopropyl-N-methylamine hydrochloride). Reaction SMILES: [S:1]1[CH:5]=[CH:4][C:3]2[CH:6]=[C:7]([CH2:10][CH2:11][O:12][CH2:13][CH2:14][N:15]([CH:17]3[CH2:19][CH2:18]3)[CH3:16])[CH:8]=[CH:9][C:2]1=2.[ClH:20]>C(OCC)(=O)C.C(OC(C)C)(C)C>[ClH:20].[S:1]1[CH:5]=[CH:4][C:3]2[CH:6]=[C:7]([CH2:10][CH2:11][O:12][CH2:13][CH2:14][N:15]([CH:17]3[CH2:19][CH2:18]3)[CH3:16])[CH:8]=[CH:9][C:2]1=2 |f:4.5|. Procedure: In 2.2 mL of ethyl acetate is dissolved 0.44 g of N-[2-(2-benzo[b]thiophen-5-ylethoxy)ethyl]-N-cyclopropyl-N-methylamine, to which is added 0.60 mL of 3.5 mol/L solution of dry hydrogen chloride in ethyl acetate. The resulting mixture is stirred at ambient temperature for one hour. The reaction mixture is diluted with 5 mL of diisopropyl ether and stirred at ambient temperature for one hour. The deposited crystal is collected by filtration, washed with ethyl acetate and dried to obtain 0.31 g of... The reactants are Cl (HCl), C(C)(C)(C)OC(=O)N1CCN(CC1)C=1C=NC(=CC1)NC=1N=CC2=C(N1)N(C(C=C2)=O)C2CCCCC2 (4-[6-(8-cyclohexyl-7-oxo-7,8-dihydro-pyrido[2,3-d]pyrimidin-2-ylamino)-pyridin-3-yl]-piperazine-1-carboxylic acid tert-butyl ester). Solvent: C(Cl)Cl (CH2Cl2). Run at time 6 hour. The product is Cl.C1(CCCCC1)N1C(C=CC2=C1N=C(N=C2)NC2=NC=C(C=C2)N2CCNCC2)=O (8-cyclohexyl-2-(5-piperazin-1-yl-pyridin-2-ylamino)-8H-pyrido[2,3-d]pyrimidin-7-one hydrochloride salt). Isolated yield 35.0%. Reaction SMILES: [ClH:1].C(OC([N:9]1[CH2:14][CH2:13][N:12]([C:15]2[CH:16]=[N:17][C:18]([NH:21][C:22]3[N:23]=[CH:24][C:25]4[CH:31]=[CH:30][C:29](=[O:32])[N:28]([CH:33]5[CH2:38][CH2:37][CH2:36][CH2:35][CH2:34]5)[C:26]=4[N:27]=3)=[CH:19][CH:20]=2)[CH2:11][CH2:10]1)=O)(C)(C)C>C(Cl)Cl>[ClH:1].[CH:33]1([N:28]2[C:26]3[N:27]=[C:22]([NH:21][C:18]4[CH:19]=[CH:20][C:15]([N:12]5[CH2:11][CH2:10][NH:9][CH2:14][CH2:13]5)=[CH:16][N:17]=4)[N:23]=[CH:24][C:25]=3[CH:31]=[CH:30][C:29]2=[O:32])[CH2:34][CH2:35][CH2:36][CH2:37][CH2:38]1 |f:3.4|. Procedure details: HCl gas was bubbled through a solution of 4-[6-(8-cyclohexyl-7-oxo-7,8-dihydro-pyrido[2,3-d]pyrimidin-2-ylamino)-pyridin-3-yl]-piperazine-1-carboxylic acid tert-butyl ester (105 mg, 0.21 mmol) in CH2Cl2 (3 mL) at room temperature until a solid was formed. The mixture was stirred at room temperature for 6 hours and the solid formed was collected by filtration. The solid was hygroscopic. It was recrystalized from MeOH with addition of a few drops of water to yield 8-cyclohexyl-2-(5-piperazin-1-yl-... RXN SMILES: [CH3:22][N:23]([CH3:24])[CH:25]=[O:26].[Cl:1][c:2]1[cH:3][cH:4][c:5]([CH2:6][C:7]2([C:10]3([F:13])[CH2:11][CH2:12]3)[O:8][CH2:9]2)[cH:14][cH:15]1.[OH2:21].[nH:16]1[n:17][cH:18][n:19][cH:20]1>>[Cl:1][c:2]1[cH:3][cH:4][c:5]([CH2:6][C:7]([OH:8])([CH2:9][n:16]2[n:17][cH:18][n:19][cH:20]2)[C:10]2([F:13])[CH2:11][CH2:12]2)[cH:14][cH:15]1. Yields the product OC(Cc1ccc(Cl)cc1)(Cn1cncn1)C1(F)CC1. The reactants are CN(C)C=O, FC1(C2(Cc3ccc(Cl)cc3)CO2)CC1, O, c1nc[nH]n1. Starting materials: CC1(OB(OC1(C)C)C=1C=C2CCC(N3C2=C(C1)CCC3)=O)C (9-(4,4,5,5-tetramethyl-1,3,2-dioxaborolan-2-yl)-1,2,6,7-tetrahydropyrido[3,2,1-ij]quinolin-3(5H)-one), BrC=1C=C(C=NC1)CNS(=O)(=O)CC (ethanesulfonic acid (5-bromo-pyridin-3-ylmethyl)-amide), 9-bromo-1,2,6,7-tetrahydropyrido[3,2,1-ij]quinolin-3(51H)-one, CC1(OB(OC1(C)C)B1OC(C(O1)(C)C)(C)C)C (4,4,4′,4′,5,5,5′,5′-octamethyl-2,2′-bi(1,3,2-dioxaborolane)). Yields the product O=C1N2C3=C(C=C(C=C3CC1)C=1C=C(C=NC1)CNS(=O)(=O)CC)CCC2 (Ethanesulfonic acid [5-(3-oxo-2,3,6,7-tetrahydro-1H,5H-pyrido[3,2,1-ij]quinolin-9-yl)-pyridin-3-ylmethyl]-amide). Reaction SMILES: CC1(C)C(C)(C)OB([C:9]2[CH:10]=[C:11]3[C:16]4=[C:17]([CH2:19][CH2:20][CH2:21][N:15]4[C:14](=[O:22])[CH2:13][CH2:12]3)[CH:18]=2)O1.CC1(C)C(C)(C)OB(B2OC(C)(C)C(C)(C)O2)O1.Br[C:43]1[CH:44]=[C:45]([CH2:49][NH:50][S:51]([CH2:54][CH3:55])(=[O:53])=[O:52])[CH:46]=[N:47][CH:48]=1>>[O:22]=[C:14]1[CH2:13][CH2:12][C:11]2[C:16]3=[C:17]([CH2:19][CH2:20][CH2:21][N:15]13)[CH:18]=[C:9]([C:43]1[CH:44]=[C:45]([CH2:49][NH:50][S:51]([CH2:54][CH3:55])(=[O:52])=[O:53])[CH:46]=[N:47][CH:48]=1)[CH:10]=2. Procedure: In analogy to the procedure described for the preparation of example 45, 9-(4,4,5,5-tetramethyl-1,3,2-dioxaborolan-2-yl)-1,2,6,7-tetrahydropyrido[3,2,1-ij]quinolin-3(5H)-one (prepared from 9-bromo-1,2,6,7-tetrahydropyrido[3,2,1-ij]quinolin-3(51H)-one and 4,4,4′,4′,5,5,5′,5′-octamethyl-2,2′-bi(1,3,2-dioxaborolane) in analogy to the procedure described for the preparation of intermediate A-1 [B]) has been coupled to ethanesulfonic acid (5-bromo-pyridin-3-ylmethyl)-amide (intermediate A-11) to give...